Dataset: the Open Reaction Database (ORD), a public repository of structured organic reaction records. Task: describe an organic reaction: reactants, conditions, products, and yield The reactants are N[C@H](C(=O)O)CCC(=O)N[C@@H](CS)C(=O)NCC(=O)O (Glutathione), C(\C=C/C(=O)O)(=O)O (maleic acid). Reagents/catalysts: II (I2). Run in O (water). Run at time 12 hour. Yields the product C(=O)(O)C(CC(=O)O)SC[C@H](NC(CC[C@H](N)C(=O)O)=O)C(=O)NCC(=O)O (S-(α, β-Dicarboxyethyl)glutathione). Isolated yield 71.0%. RXN SMILES: [NH2:1][C@@H:2]([CH2:6][CH2:7][C:8]([NH:10][C@H:11]([C:14]([NH:16][CH2:17][C:18]([OH:20])=[O:19])=[O:15])[CH2:12][SH:13])=[O:9])[C:3]([OH:5])=[O:4].[C:21]([OH:28])(=[O:27])/[CH:22]=[CH:23]\[C:24]([OH:26])=[O:25]>O.II>[C:24]([CH:23]([S:13][CH2:12][C@@H:11]([C:14]([NH:16][CH2:17][C:18]([OH:20])=[O:19])=[O:15])[NH:10][C:8](=[O:9])[CH2:7][CH2:6][C@@H:2]([C:3]([OH:5])=[O:4])[NH2:1])[CH2:22][C:21]([OH:28])=[O:27])([OH:26])=[O:25]. Reported procedure: Glutathione (9.2 g) and 5.0 g of maleic acid are dissolved in 150 ml of water and the solution is allowed to stand at room temperature for 12 hours. The reaction mixture is sampled (one or two drops) and one drop of 0.01N I2 test solution is added to the sample. After confirming, in this manner, that there is no more iodine consumption, 6.6 g of copper acetate (monohydrate) is added to the reaction mixture. If a precipitate, which is small in amount, is found, the precipitate is filtered off. Th... The reactants are O=C(Cl)c1ccccc1, Cl, CN(C(=O)c1ccc(N2CCOCC2)cc1)C1CCN(C(=O)C2CCCCC2N)CC1c1ccc(Cl)c(Cl)c1. Product: CN(C(=O)c1ccc(N2CCOCC2)cc1)C1CCN(C(=O)C2CCCCC2NC(=O)c2ccccc2)CC1c1ccc(Cl)c(Cl)c1. Reaction SMILES: [C:41]([c:42]1[cH:43][cH:44][cH:45][cH:46][cH:47]1)(=[O:48])[Cl:49].[ClH:1].[NH2:2][CH:3]1[CH:4]([C:9](=[O:10])[N:11]2[CH2:12][CH:13]([c:33]3[cH:34][c:35]([Cl:40])[c:36]([Cl:39])[cH:37][cH:38]3)[CH:14]([N:17]([C:18]([c:19]3[cH:20][cH:21][c:22]([N:25]4[CH2:26][CH2:27][O:28][CH2:29][CH2:30]4)[cH:23][cH:24]3)=[O:31])[CH3:32])[CH2:15][CH2:16]2)[CH2:5][CH2:6][CH2:7][CH2:8]1>>[NH:2]([CH:3]1[CH:4]([C:9](=[O:10])[N:11]2[CH2:12][CH:13]([c:33]3[cH:34][c:35]([Cl:40])[c:36]([Cl:39])[cH:37][cH:38]3)[CH:14]([N:17]([C:18]([c:19]3[cH:20][cH:21][c:22]([N:25]4[CH2:26][CH2:27][O:28][CH2:29][CH2:30]4)[cH:23][cH:24]3)=[O:31])[CH3:32])[CH2:15][CH2:16]2)[CH2:5][CH2:6][CH2:7][CH2:8]1)[C:41]([c:42]1[cH:43][cH:44][cH:45][cH:46][cH:47]1)=[O:48]. Reactants: ClC[Si](OCC)(OCC)OCC (chloromethyltriethoxysilane), thiocarboxylate alkoxysilane, S1C(=CC=C1)C(=O)O (thiolcarboxylic acid), N#N (N2), ice water, [O-]CC.[Na+] (sodium ethoxide), S1C(=CC=C1)CC(=O)O (thiolacetic acid). The solvent is COCCOCCOC (diglyme). Reaction conditions: temperature 8 celsius. The product is C(C)(=O)SC[Si](OCC)(OCC)OCC (acetylthiomethyltriethoxysilane). Yield: 55.0%. RXN SMILES: [S:1]1[CH:5]=[CH:4]C=[C:2]1C(O)=O.[O-:9]CC.[Na+].N#N.S1C=CC=C1CC(O)=O.ClC[Si:26]([O:33][CH2:34][CH3:35])([O:30][CH2:31][CH3:32])[O:27][CH2:28][CH3:29]>COCCOCCOC>[C:5]([S:1][CH2:2][Si:26]([O:33][CH2:34][CH3:35])([O:30][CH2:31][CH3:32])[O:27][CH2:28][CH3:29])(=[O:9])[CH3:4] |f:1.2|. Procedure: This example illustrates the preparation of a thiocarboxylate alkoxysilane from a salt of a thiolcarboxylic acid using a nonprotic solvent. 88 grams of powdered sodium ethoxide and 600 ml diglyme were charged into a one-liter, three-neck round-bottomed flask equipped with magnetic stir bar, temperature probe/controller, heating mantle, addition funnel, condenser, N2 inlet, and ice water bath. The solution was cooled to 8° C., and 105 grams of thiolacetic acid was added slowly via the addition fu... The reactants are BrC=1C(N(C(=NC1OCC=1N=C(SC1)C)C)C1=C(C=CC(=C1)C(C#C)=O)C)=O (5-bromo-2-methyl-3-(2-methyl-5-propynoyl-phenyl)-6-(2-methyl-thiazol-4-ylmethoxy)-3H-pyrimidin-4-one), Cl.OC(C(=N)N)(C)C (2-hydroxy-2-methylpropionamidine HCl), C([O-])([O-])=O.[K+].[K+] (potassium carbonate). Solvent: C(C)#N (acetonitrile). Run at temperature 75 celsius. The product is BrC=1C(N(C(=NC1OCC=1N=C(SC1)C)C)C1=C(C=CC(=C1)C1=NC(=NC=C1)C(C)(C)O)C)=O (5-bromo-3-(5-(2-(2-hydroxypropan-2-yl)pyrimidin-4-yl)-2-methylphenyl)-2-methyl-6-((2-methylthiazol-4-yl)methoxy)pyrimidin-4(3H)-one). The yield is 39.5%. As a reaction SMILES: [Br:1][C:2]1[C:3](=[O:28])[N:4]([C:17]2[CH:22]=[C:21]([C:23](=O)[C:24]#[CH:25])[CH:20]=[CH:19][C:18]=2[CH3:27])[C:5]([CH3:16])=[N:6][C:7]=1[O:8][CH2:9][C:10]1[N:11]=[C:12]([CH3:15])[S:13][CH:14]=1.Cl.[OH:30][C:31]([CH3:36])([CH3:35])[C:32]([NH2:34])=[NH:33].C(=O)([O-])[O-].[K+].[K+]>C(#N)C>[Br:1][C:2]1[C:3](=[O:28])[N:4]([C:17]2[CH:22]=[C:21]([C:23]3[CH:24]=[CH:25][N:34]=[C:32]([C:31]([OH:30])([CH3:36])[CH3:35])[N:33]=3)[CH:20]=[CH:19][C:18]=2[CH3:27])[C:5]([CH3:16])=[N:6][C:7]=1[O:8][CH2:9][C:10]1[N:11]=[C:12]([CH3:15])[S:13][CH:14]=1 |f:1.2,3.4.5|. Procedure: To a solution of 5-bromo-2-methyl-3-(2-methyl-5-propynoyl-phenyl)-6-(2-methyl-thiazol-4-ylmethoxy)-3H-pyrimidin-4-one of Step D (64 mg, 0.14 mmol) in acetonitrile (1 mL) was added 2-hydroxy-2-methylpropionamidine HCl (30 mg, 0.21 mmol) and potassium carbonate (60 mg, 0.42 mmol) and the slurry was heated at 75° C. for two hours and at ambient temperature for eighteen hours. The reaction was filtered to remove excess salts. The filtrate was concentrated and purified via normal phase chromatography... The reactants are N(=O)[O-].[Na+] (NaNO2), NC1=CC=C(C=C1)C1OCC(CC1)CCCCC (2-p-aminophenyl-5-pentyl-tetrahydropyran), F[B-](F)(F)F.[H+] (tetrafluoroboric acid). Solvent: O (water), Cl (hydrochloric acid), O (water). Yields the product FC1=CC=C(C=C1)C1OCC(CC1)CCCCC (2-p-Fluorophenyl-5-pentyl-tetrahydropyran). RXN SMILES: N[C:2]1[CH:7]=[CH:6][C:5]([CH:8]2[CH2:13][CH2:12][CH:11]([CH2:14][CH2:15][CH2:16][CH2:17][CH3:18])[CH2:10][O:9]2)=[CH:4][CH:3]=1.N([O-])=O.[Na+].[F:23][B-](F)(F)F.[H+]>Cl.O>[F:23][C:2]1[CH:7]=[CH:6][C:5]([CH:8]2[CH2:13][CH2:12][CH:11]([CH2:14][CH2:15][CH2:16][CH2:17][CH3:18])[CH2:10][O:9]2)=[CH:4][CH:3]=1 |f:1.2,3.4|. Reported procedure: 24.7 g of 2-p-aminophenyl-5-pentyl-tetrahydropyran are dissolved in a mixture of 25 ml of concentrated hydrochloric acid and 75 ml of water, and diazotized at 3°-6° with a solution of 8 g of NaNO2 in 15 ml of water. Then 24 g of 40% tetrafluoroboric acid are added, and the precipitated diazonium tetrafluoroborate is filtered off, washed with water and dried. The diazonium salt is heated to about 150°, and the residue is worked up as usual. 2-p-Fluorophenyl-5-pentyl-tetrahydropyran is obtained. Reactants: C(C(=O)O)(=O)O.C(CCC)OC(CC=1C(=NNC1C1=CC=C(C=C1)Cl)N)=O (3-amino-5-(4-chlorophenyl)-1H-pyrazole-4-acetic acid butyl ester ethanedioate), CC(CC(C)=O)=O (pentane-2,4-dione). Run in Cl (hydrochloric acid). Product: C(C)OC(CC=1C(=NN2C1N=C(C=C2C)C)C2=CC=C(C=C2)Cl)=O (2-(4-Chlorophenyl)-5,7-dimethylpyrazolo[1,5-a]pyrimidine-3-acetic acid ethyl ester). RXN SMILES: C(O)(=O)C(O)=O.[CH2:7]([O:11][C:12](=[O:27])[CH2:13][C:14]1[C:15]([NH2:26])=[N:16][NH:17][C:18]=1[C:19]1[CH:24]=[CH:23][C:22]([Cl:25])=[CH:21][CH:20]=1)[CH2:8]CC.[CH3:28][C:29](=O)[CH2:30][C:31](=O)[CH3:32]>Cl>[CH2:7]([O:11][C:12](=[O:27])[CH2:13][C:14]1[C:18]([C:19]2[CH:20]=[CH:21][C:22]([Cl:25])=[CH:23][CH:24]=2)=[N:17][N:16]2[C:31]([CH3:32])=[CH:30][C:29]([CH3:28])=[N:26][C:15]=12)[CH3:8] |f:0.1|. Reported procedure: A solution of 35.5 g (0.089 mole) of 3-amino-5-(4-chlorophenyl)-1H-pyrazole-4-acetic acid butyl ester ethanedioate, 8.9 g (0.089 mole) of pentane-2,4-dione, and 10 ml of concentrated hydrochloric acid was stirred at room temperature for 17 hours under a nitrogen atmosphere.